This data is from the Open Reaction Database (ORD), a public repository of structured organic reaction records. The task is: describe an organic reaction: reactants, conditions, products, and yield The reactants are [Cl-].[Na+] (sodium chloride), [H-].[Na+] (Sodium hydride), CS(=O)(=O)C1=CC(=NC(=C1)C1=NC=CC=C1)C1=NC=CC=C1 (4'-methanesulfonyl-2,2':6',2"-terpyridine), COCCO (2-methoxyethanol). The solvent is CN(C)C=O (DMF). Conditions: time 30 minute. Product: COCCOC1=CC(=NC(=C1)C1=NC=CC=C1)C1=NC=CC=C1 (4'-(2-Methoxyethoxy)-2,2':6',2"-terpyridine). Yield: 95.0%. As a reaction SMILES: [H-].[Na+].CS([C:7]1[CH:12]=[C:11]([C:13]2[CH:18]=[CH:17][CH:16]=[CH:15][N:14]=2)[N:10]=[C:9]([C:19]2[CH:24]=[CH:23][CH:22]=[CH:21][N:20]=2)[CH:8]=1)(=O)=O.[CH3:25][O:26][CH2:27][CH2:28][OH:29].[Cl-].[Na+]>CN(C=O)C>[CH3:25][O:26][CH2:27][CH2:28][O:29][C:7]1[CH:12]=[C:11]([C:13]2[CH:18]=[CH:17][CH:16]=[CH:15][N:14]=2)[N:10]=[C:9]([C:19]2[CH:24]=[CH:23][CH:22]=[CH:21][N:20]=2)[CH:8]=1 |f:0.1,4.5|. Procedure details: Sodium hydride (60% content, oil dispersion, 1.20 g, 0.030 mol) was added to a mixture of 4'-methanesulfonyl-2,2':6',2"-terpyridine (3.11 g, 0.010 mol), 2-methoxyethanol (1.14 g, 0.015 mol) and DMF (0.1 liter) over a period of 10 minutes and then stirred for another 30 minutes. Thereafter, the reaction mixture was refluxed for 3 hours and then cooled to room temperature. The reaction mixture was then poured into an aqueous 4M sodium chloride solution and the crystal that precipitated was taken o... Starting materials: CC(C)(N)CCS(C)(=O)=O, O=C(O)c1ccc(C2CC2)c(OCC2CC2)n1. Yields the product CC(C)(CCS(C)(=O)=O)NC(=O)c1ccc(C2CC2)c(OCC2CC2)n1. RXN SMILES: [CH3:18][C:19]([CH3:20])([CH2:21][CH2:22][S:23](=[O:24])(=[O:25])[CH3:26])[NH2:27].[CH:1]1([c:4]2[cH:5][cH:6][c:7]([C:15](=[O:16])[OH:17])[n:8][c:9]2[O:10][CH2:11][CH:12]2[CH2:13][CH2:14]2)[CH2:2][CH2:3]1>>[CH:1]1([c:4]2[cH:5][cH:6][c:7]([C:15](=[O:17])[NH:27][C:19]([CH3:18])([CH3:20])[CH2:21][CH2:22][S:23](=[O:24])(=[O:25])[CH3:26])[n:8][c:9]2[O:10][CH2:11][CH:12]2[CH2:13][CH2:14]2)[CH2:2][CH2:3]1. Starting materials: C=1C2=C(NC(C1)=O)OCC1=C2C=CC=C1 (4,6-dihydro-3H[2]benzopyrano-[3,4-b]pyridin-3-one), ClCl (chlorine). Solvent: C(C)(=O)O (acetic acid). The product is ClC1=CC2=C(NC1=O)OCC1=C2C=CC=C1 (2-chloro-4,6-dihydro-3H[2]benzopyrano[3,4-b]pyridin-3-one). As a reaction SMILES: [CH:1]1[C:2]2[C:11]3[CH:12]=[CH:13][CH:14]=[CH:15][C:10]=3[CH2:9][O:8][C:3]=2[NH:4][C:5](=[O:7])[CH:6]=1.[Cl:16]Cl>C(O)(=O)C>[Cl:16][C:6]1[C:5](=[O:7])[NH:4][C:3]2[O:8][CH2:9][C:10]3[CH:15]=[CH:14][CH:13]=[CH:12][C:11]=3[C:2]=2[CH:1]=1. Procedure: Add 19.7 gm of 4,6-dihydro-3H[2]benzopyrano-[3,4-b]pyridin-3-one to 300 ml of acetic acid. Bubble chlorine into the reaction solution for 4 hours at 100°. Cool the system and collect the product as a precipitate. Dissolve the solid into water and neutralize the solution with 1N NaOH. Extract the product with chloroform. Dry the chloroform over anhydrous magnesium sulfate and filter the solution. Remove the solvent by stripping to give the title compound. Reactants: NC1=CC=C2C(=N1)C(=CN2)C2CCN(CC2)C (5-amino-3-(1-methylpiperidin-4-yl)pyrrolo[3,2-b]pyridine), C=CCN=C=O (prop-1-en-3-yl isocyanate). Yields the product C=CCNC(=O)NC1=CC=C2C(=N1)C(=CN2)C2CCN(CC2)C (N-[prop-1-en-3-yl]-N'-[3-(1-methylpiperidin-4-yl)pyrrolo[3,2-b]pyridin-5-yl]urea). Isolated yield 73.1%. As a reaction SMILES: [NH2:1][C:2]1[N:7]=[C:6]2[C:8]([CH:11]3[CH2:16][CH2:15][N:14]([CH3:17])[CH2:13][CH2:12]3)=[CH:9][NH:10][C:5]2=[CH:4][CH:3]=1.[CH2:18]=[CH:19][CH2:20][N:21]=[C:22]=[O:23]>>[CH2:18]=[CH:19][CH2:20][NH:21][C:22]([NH:1][C:2]1[N:7]=[C:6]2[C:8]([CH:11]3[CH2:16][CH2:15][N:14]([CH3:17])[CH2:13][CH2:12]3)=[CH:9][NH:10][C:5]2=[CH:4][CH:3]=1)=[O:23]. Reported procedure: Beginning with 0.15 gm (0.65 mMol) 5-amino-3-(1-methylpiperidin-4-yl)pyrrolo[3,2-b]pyridine and 0.070 mL (0.78 mMol) prop-1-en-3-yl isocyanate, 0.149 gm (73%) of the title compound were recovered essentially by the procedure of Example 122. An analytical sample was crystallized from aqueous ethanol. Starting materials: OCCN1C(CCC1)=O (1-(2-hydroxyethyl)pyrrolidin-2-one), C(C)N(C(C)C)C(C)C (ethyl(diisopropyl)amine), crude material, CN(C)CC1=CN(C2=CN=C(C=C21)C(=O)OC)CC2=CC=C(C=C2)F (methyl 3-[(dimethylamino)methyl]-1-(4-fluorobenzyl)-1H-pyrrolo[2,3-c]pyridine-5-carboxylate), ClC(=O)OCC (ethyl chloroformate). Procedure: To a stirring solution of methyl 3-[(dimethylamino)methyl]-1-(4-fluorobenzyl)-1H-pyrrolo[2,3-c]pyridine-5-carboxylate (1.04 g, 3.05 mmol) in DCM (16 mL) under nitrogen was added ethyl chloroformate (0.330 g, 3.05 mmol). The solution was stirred for 2 hours at room temperature. At this time, 1-(2-hydroxyethyl)pyrrolidin-2-one (1.57 g, 12.18 mmol), ethyl(diisopropyl)amine (1.97 g, 15.23 mmol), and DMF (16 mL) were added to the reaction and the reaction heated to 55° C. After stirring for 24 hours ... The solvent is CN(C)C=O (DMF), CCOC(=O)C (EtOAc), C(Cl)Cl (DCM). Product: FC1=CC=C(CN2C=C(C=3C2=CN=C(C3)C(=O)OC)COCCN3C(CCC3)=O)C=C1 (methyl 1-(4-fluorobenzyl)-3-{[2-(2-oxopyrrolidin-1-yl)ethoxy]methyl}-1H-pyrrolo[2,3-c]pyridine-5-carboxylate). Conditions: time 2 hour. The yield is 74.1%. As a reaction SMILES: CN([CH2:4][C:5]1[C:13]2[C:8](=[CH:9][N:10]=[C:11]([C:14]([O:16][CH3:17])=[O:15])[CH:12]=2)[N:7]([CH2:18][C:19]2[CH:24]=[CH:23][C:22]([F:25])=[CH:21][CH:20]=2)[CH:6]=1)C.ClC(OCC)=O.[OH:32][CH2:33][CH2:34][N:35]1[CH2:39][CH2:38][CH2:37][C:36]1=[O:40].C(N(C(C)C)C(C)C)C>C(Cl)Cl.CCOC(C)=O.CN(C=O)C>[F:25][C:22]1[CH:21]=[CH:20][C:19]([CH2:18][N:7]2[C:8]3=[CH:9][N:10]=[C:11]([C:14]([O:16][CH3:17])=[O:15])[CH:12]=[C:13]3[C:5]([CH2:4][O:32][CH2:33][CH2:34][N:35]3[CH2:39][CH2:38][CH2:37][C:36]3=[O:40])=[CH:6]2)=[CH:24][CH:23]=1. RXN SMILES: [Cl:1][c:2]1[cH:3][c:4]2[c:5]([NH:13][CH:14]3[CH2:15][CH2:16][NH:17][CH2:18][CH2:19]3)[cH:6][c:7](=[O:12])[o:8][c:9]2[cH:10][cH:11]1.[o:20]1[cH:21][n:22][c:23]2[c:24]1[cH:25][cH:26][c:27]([CH:29]=[O:30])[cH:28]2>>[Cl:1][c:2]1[cH:3][c:4]2[c:5]([NH:13][CH:14]3[CH2:15][CH2:16][N:17]([CH2:29][c:27]4[cH:26][cH:25][c:24]5[o:20][cH:21][n:22][c:23]5[cH:28]4)[CH2:18][CH2:19]3)[cH:6][c:7](=[O:12])[o:8][c:9]2[cH:10][cH:11]1. Reactants: O=c1cc(NC2CCNCC2)c2cc(Cl)ccc2o1, O=Cc1ccc2ocnc2c1. The product is O=c1cc(NC2CCN(Cc3ccc4ocnc4c3)CC2)c2cc(Cl)ccc2o1. The reactants are amine, CC1=C(NC(=C1)C)C=O (3,5-dimethyl-1H-pyrrole-2-carbaldehyde), C1CCOC1 (THF). Solvent: O (water), C(C)(=O)O (acetic acid), C=O (formaldehyde). Conditions: temperature 95 celsius. Product: N1(CCCC1)CCC1C=2C=C(NC2CCC1)C=O (4-(2-Pyrrolidin-1-yl-ethyl)-4,5,6,7-tetrahydro-1H-indole-2-carbaldehyde). As a reaction SMILES: C[C:2]1[CH:6]=[C:5]([CH3:7])[NH:4][C:3]=1[CH:8]=[O:9].[CH2:10]1[CH2:14]O[CH2:12][CH2:11]1>O.C(O)(=O)C.C=O>[N:4]1([CH2:3][CH2:2][CH:6]2[CH2:5][CH2:7][CH2:7][C:5]3[NH:4][C:3]([CH:8]=[O:9])=[CH:2][C:6]2=3)[CH2:14][CH2:10][CH2:11][CH2:12]1. Procedure details: A mixture of 3,5-dimethyl-1H-pyrrole-2-carbaldehyde (20 mmol) in THF (40 mL), water (20 mL), acetic acid (3 mL), formaldehyde (37% wt. % solution in water, 5 mL) and the appropriate amine (30 mL) was heated to reflux (oil bath 90-100° C.) for 6 hours. The reaction was concentrated to a volume of 30 mL, basified with 2N NaOH and extracted with ethyl acetate (2×150 mL) and DCM (4×100 mL). The combined organic layers were concentrated and the residue was purified on a silica gel column to give the ... Starting materials: [Si](C)(C)(C(C)(C)C)O[C@H]1[C@@H](O[C@@H]([C@]1(O)C#C[Si](C(C)C)(C(C)C)C(C)C)CO)N1C(=O)NC(=O)C=C1 (1-(2-O-(tert-butyldimethylsilyl)-3-C-triisopropylsilylethynyl-β-D-ribofuranosyl)uracil), Cl.CO (hydrochloric acid methanol). Run at time 180 minute. Yields the product C(C)(C)[Si](C(C)C)(C(C)C)C#C[C@@]1([C@H]([C@@H](O[C@@H]1CO)N1C(=O)NC(=O)C=C1)O)O (1-(3-C-triisopropylsilylethynyl-β-D-ribofuranosyl)uracil). Yield: 88.8%. RXN SMILES: [Si]([O:8][C@@H:9]1[C@:13]([C:15]#[C:16][Si:17]([CH:24]([CH3:26])[CH3:25])([CH:21]([CH3:23])[CH3:22])[CH:18]([CH3:20])[CH3:19])([OH:14])[C@@H:12]([CH2:27][OH:28])[O:11][C@H:10]1[N:29]1[CH:36]=[CH:35][C:33](=[O:34])[NH:32][C:30]1=[O:31])(C(C)(C)C)(C)C.Cl.CO>>[CH:18]([Si:17]([C:16]#[C:15][C@@:13]1([OH:14])[C@@H:12]([CH2:27][OH:28])[O:11][C@@H:10]([N:29]2[CH:36]=[CH:35][C:33](=[O:34])[NH:32][C:30]2=[O:31])[C@@H:9]1[OH:8])([CH:24]([CH3:25])[CH3:26])[CH:21]([CH3:22])[CH3:23])([CH3:19])[CH3:20] |f:1.2|. Reported procedure: Added to 2.0 g of 1-(2-O-(tert-butyldimethylsilyl)-3-C-triisopropylsilylethynyl-β-D-ribofuranosyl)uracil obtained above were 50 of a 2.6% (w/v) hydrochloric acid/methanol solution, and the mixture was stirred at room temperature. After 180 minutes, the solvent was distilled off under reduced pressure, and the residue was azeotropically distilled with ethanol, purified by column chromatography on covered silica gel (chloroform:methanol=50:1-15:1) and then suspended in hexane. The suspension was f...